The task is: describe an organic reaction: reactants, conditions, products, and yield. This data is from the Open Reaction Database (ORD), a public repository of structured organic reaction records. Starting materials: CCOC(=O)CCc1ccc(OC)nc1, COCCOC, CCOC=O, [H-], [Na+]. Yields the product CCOC(=O)C(C=O)Cc1ccc(OC)nc1. Reaction SMILES: [CH3:1][O:2][c:3]1[cH:4][cH:5][c:6]([CH2:9][CH2:10][C:11](=[O:12])[O:13][CH2:14][CH3:15])[cH:7][n:8]1.[CH3:23][O:24][CH2:25][CH2:26][O:27][CH3:28].[CH:16](=[O:17])[O:18][CH2:19][CH3:20].[H-:21].[Na+:22]>>[CH3:1][O:2][c:3]1[cH:4][cH:5][c:6]([CH2:9][CH:10]([C:11](=[O:12])[O:13][CH2:14][CH3:15])[CH:16]=[O:17])[cH:7][n:8]1. Reactants: ClC1=CC(=C(C=C1)C#CCN1C(C=2C(C1=O)=CC=CC2)=O)C(C2=C(C=CC=C2)F)=O (1-[4-chloro-2-(2-fluorobenzoyl)phenyl]-3-phthalimidopropyne), C(C)O (ethanol), CN (methylamine). Run in O (water). Conditions: time 2 hour. Yields the product NCC#CC1=C(C=C(C=C1)Cl)C(C1=C(C=CC=C1)F)=O (3-Amino-1-[4-chloro-2-(2-fluorobenzoyl)phenyl]propyne). As a reaction SMILES: [Cl:1][C:2]1[CH:7]=[CH:6][C:5]([C:8]#[C:9][CH2:10][N:11]2C(=O)C3=CC=CC=C3C2=O)=[C:4]([C:22](=[O:30])[C:23]2[CH:28]=[CH:27][CH:26]=[CH:25][C:24]=2[F:29])[CH:3]=1.C(O)C.CN>O>[NH2:11][CH2:10][C:9]#[C:8][C:5]1[CH:6]=[CH:7][C:2]([Cl:1])=[CH:3][C:4]=1[C:22](=[O:30])[C:23]1[CH:28]=[CH:27][CH:26]=[CH:25][C:24]=1[F:29]. Procedure: Method B A mixture of 400 g (0.96 mole) of 1-[4-chloro-2-(2-fluorobenzoyl)phenyl]-3-phthalimidopropyne, 1.3 L of ethanol and 300 ml of 40% aqueous methylamine was stirred at room temperature for 2 hr. Dropwise 2.8 l of water was added, and the resulting precipitate was collected by filtration to give a pale yellow solid, mp 70°-80° C. Recrystallization from ether gave pale yellow prisms, mp 80°-91° C. Starting materials: [Br-], CC[Mg+], C1CCOC1, [Cl-], O=C(CCl)c1ccccc1, Cl, [NH4+], CS(=O)(=O)c1ccccc1. Yields the product O=S(=O)(CC(O)(CCl)c1ccccc1)c1ccccc1. As a reaction SMILES: [Br-:11].[CH2:12]([Mg+:13])[CH3:14].[CH2:28]1[O:29][CH2:30][CH2:31][CH2:32]1.[Cl-:26].[Cl:15][CH2:16][C:17](=[O:18])[c:19]1[cH:20][cH:21][cH:22][cH:23][cH:24]1.[ClH:25].[NH4+:27].[c:1]1([S:7](=[O:8])(=[O:9])[CH3:10])[cH:2][cH:3][cH:4][cH:5][cH:6]1>>[c:1]1([S:7](=[O:8])(=[O:9])[CH2:10][C:17]([CH2:16][Cl:15])([OH:18])[c:19]2[cH:20][cH:21][cH:22][cH:23][cH:24]2)[cH:2][cH:3][cH:4][cH:5][cH:6]1. Reactants: ClC1=C(C=C(C=C1)N)OCC1N(CCC1)C (4-Chloro-3-(1-methyl-pyrrolidin-2-ylmethoxy)-phenylamine), CS(=O)(=O)C=1C=C(C=CC1)C1=CC=C2C=NC(=NN21)OS(=O)(=O)C(F)(F)F (Trifluoro-methanesulfonic acid 7-(3-methanesulfonyl-phenyl)-pyrrolo[2,1-f][1,2,4]triazin-2-yl ester). Product: ClC1=C(C=C(C=C1)NC1=NN2C(C=N1)=CC=C2C2=CC(=CC=C2)S(=O)(=O)C)OCC2N(CCC2)C ([4-Chloro-3-(1-methyl-pyrrolidin-2-ylmethoxy)-phenyl]-[7-(3-methanesulfonyl-phenyl)-pyrrolo[2,1-f][1,2,4]triazin-2-yl]-amine). Reaction SMILES: [Cl:1][C:2]1[CH:7]=[CH:6][C:5]([NH2:8])=[CH:4][C:3]=1[O:9][CH2:10][CH:11]1[CH2:15][CH2:14][CH2:13][N:12]1[CH3:16].[CH3:17][S:18]([C:21]1[CH:22]=[C:23]([C:27]2[N:35]3[C:30]([CH:31]=[N:32][C:33](OS(C(F)(F)F)(=O)=O)=[N:34]3)=[CH:29][CH:28]=2)[CH:24]=[CH:25][CH:26]=1)(=[O:20])=[O:19]>>[Cl:1][C:2]1[CH:7]=[CH:6][C:5]([NH:8][C:33]2[N:32]=[CH:31][C:30]3=[CH:29][CH:28]=[C:27]([C:23]4[CH:24]=[CH:25][CH:26]=[C:21]([S:18]([CH3:17])(=[O:20])=[O:19])[CH:22]=4)[N:35]3[N:34]=2)=[CH:4][C:3]=1[O:9][CH2:10][CH:11]1[CH2:15][CH2:14][CH2:13][N:12]1[CH3:16]. Procedure details: Prepared by following a procedure analagous to Example 1220c by using 4-Chloro-3-(1-methyl-pyrrolidin-2-ylmethoxy)-phenylamine and Trifluoro-methanesulfonic acid 7-(3-methanesulfonyl-phenyl)-pyrrolo[2,1-f][1,2,4]triazin-2-yl ester. 1H-NMR (DMSO) 69.8 (brs, 1H), 9.7 (s, 1H), 9 (s, 1H), 8.6 (s, 1H), 8.4 (d, J=7.9 Hz, 1H), 7.95 (d, J=7.9 Hz, 1H), 7.8 (t, 1H), 7.5 (d, J=8.9 Hz, 1H), 7.4 (m, 2H), 7.3 (d, J=4.7 Hz, 1H), 7 (d, J=4.7 Hz, 1H), 4.2 (m, 2H), 4.0 (m, 1H), 3.8 (m, 1H), 3.6 (m, 1H), 3.3 (s, 3... Procedure: To a solution of sodium metal (52 mg, 2.3 mmol) in ethanol was added 2-nitropropane (0.23 g, 2.4 mmole) followed by the addition of 3-chloro-5-methybenzylbromide (0.5 g, 2.3 mmol). The reaction was allowed to stir for 3 hours and the precipitate formed was filtered off. The filtrate was concentrated under reduced pressure, redissolved in diethylether and washed with 1N sodium hydroxide (twice), water, and dried over sodium sulfate, filtered and the filtrate was concentrated under reduced pressur... RXN SMILES: [Na].[N+](C(C)C)([O-])=[O:3].[Cl:8][C:9]1[CH:10]=[C:11]([CH:14]=[C:15]([CH3:17])[CH:16]=1)[CH2:12]Br>C(O)C>[Cl:8][C:9]1[CH:10]=[C:11]([CH:14]=[C:15]([CH3:17])[CH:16]=1)[CH:12]=[O:3] |^1:0|. Run in C(C)O (ethanol). Isolated yield 42.2%. Product: ClC=1C=C(C=O)C=C(C1)C (3-chloro-5-methylbenzaldehyde). Run at time 3 hour. Starting materials: [Na] (sodium), [N+](=O)([O-])C(C)C (2-nitropropane), ClC=1C=C(CBr)C=C(C1)C (3-chloro-5-methybenzylbromide). Reactants: Cl.C(C1=CC=CC=C1)(=N)N (benzamidine hydrochloride), [N+](=O)([O-])C=1C=C(C=O)C=CC1 (3-nitrobenzaldehyde), C(#N)CC(=O)OCC (ethyl cyanoacetate), C([O-])([O-])=O.[K+].[K+] (potassium carbonate), Cl (HCl). The solvent is CCO (EtOH). Run at temperature 0 celsius. Product: C(#N)C=1C(=NC(=NC1O)C1=CC=CC=C1)C1=CC(=CC=C1)[N+](=O)[O-] (5-Cyano-4-(3-nitrophenyl)-2-phenyl-6-hydroxy-pyrimidine). RXN SMILES: Cl.[C:2]([NH2:10])(=[NH:9])[C:3]1[CH:8]=[CH:7][CH:6]=[CH:5][CH:4]=1.[N+:11]([C:14]1[CH:15]=[C:16]([CH:19]=[CH:20][CH:21]=1)[CH:17]=O)([O-:13])=[O:12].[C:22]([CH2:24][C:25](OCC)=[O:26])#[N:23].C(=O)([O-])[O-].[K+].[K+].Cl>CCO>[C:22]([C:24]1[C:17]([C:16]2[CH:19]=[CH:20][CH:21]=[C:14]([N+:11]([O-:13])=[O:12])[CH:15]=2)=[N:9][C:2]([C:3]2[CH:8]=[CH:7][CH:6]=[CH:5][CH:4]=2)=[N:10][C:25]=1[OH:26])#[N:23] |f:0.1,4.5.6|. Procedure: A mixture of benzamidine hydrochloride (16.4 g), 3-nitrobenzaldehyde (15.1 g), ethyl cyanoacetate (11.2 ml) and potassium carbonate (16.6 g) in abs. EtOH (250 ml) was stirred at 60° C. for 8 h. The reaction mixture was cooled to 0° C. in an ice bath. The resulting precipitate was filtered off, washed with abs. EtOH and heated in water (100° C.) until a clear solution was obtained. The solution was cooled to 50° C., acidified to pH 2 by adding 2N aq. HCl and cooled to 0° C. in an ice bath. The re... The reactants are Cl.ClC=1N=C(NC1CC)C(=O)N[C@@H]1[C@@H](CNCC1)OC (cis(±)-4-chloro-5-ethyl-N-(3-methoxypiperidin-4-yl)-1H-imidazole-2-carboxamide hydrochloride), FC1=NC=CC=C1C(=O)OC (methyl 2-fluoropyridine-3-carboxylate), C(C)(C)N(CC)C(C)C (diisopropylethylamine). The product is ClC=1N=C(NC1CC)C(=O)N[C@@H]1[C@@H](CN(CC1)C1=NC=CC=C1C(=O)OC)OC (Methyl cis(±)-2-(4-{[(4-chloro-5-ethyl-1H-imidazol-2-yl)carbonyl]amino}-3-methoxypiperidin-1-yl)pyridine-3-carboxylate). Isolated yield 81.3%. As a reaction SMILES: Cl.[Cl:2][C:3]1[N:4]=[C:5]([C:10]([NH:12][C@H:13]2[CH2:18][CH2:17][NH:16][CH2:15][C@H:14]2[O:19][CH3:20])=[O:11])[NH:6][C:7]=1[CH2:8][CH3:9].F[C:22]1[C:27]([C:28]([O:30][CH3:31])=[O:29])=[CH:26][CH:25]=[CH:24][N:23]=1.C(N(C(C)C)CC)(C)C>>[Cl:2][C:3]1[N:4]=[C:5]([C:10]([NH:12][C@H:13]2[CH2:18][CH2:17][N:16]([C:22]3[C:27]([C:28]([O:30][CH3:31])=[O:29])=[CH:26][CH:25]=[CH:24][N:23]=3)[CH2:15][C@H:14]2[O:19][CH3:20])=[O:11])[NH:6][C:7]=1[CH2:8][CH3:9] |f:0.1|. Procedure details: The same operation as in Example (158a) was performed using cis(±)-4-chloro-5-ethyl-N-(3-methoxypiperidin-4-yl)-1H-imidazole-2-carboxamide hydrochloride obtained in Example (159a) (62.51 mg, 0.19 mmol), methyl 2-fluoropyridine-3-carboxylate (68 mg, 0.39 mmol) and diisopropylethylamine (75 mg, 0.58 mmol), to obtain 65.2 mg of the title compound as a yellow brown oily substance (80%). The reactants are [Br-], C[Mg+], CCOC(C)=O, CCOCC, O=C(c1ccc2c(c1)N(C1CCN(CCc3ccc(F)cc3)CC1)CC2)c1ccccn1, C1CCOC1, O. Product: CC(O)(c1ccc2c(c1)N(C1CCN(CCc3ccc(F)cc3)CC1)CC2)c1ccccn1. Reaction SMILES: [Br-:33].[CH3:34][Mg+:35].[CH3:37][CH2:38][O:39][C:40](=[O:41])[CH3:42].[CH3:48][CH2:49][O:50][CH2:51][CH3:52].[F:1][c:2]1[cH:3][cH:4][c:5]([CH2:6][CH2:7][N:8]2[CH2:9][CH2:10][CH:11]([N:14]3[CH2:15][CH2:16][c:17]4[cH:18][cH:19][c:20]([C:23](=[O:24])[c:25]5[n:26][cH:27][cH:28][cH:29][cH:30]5)[cH:21][c:22]43)[CH2:12][CH2:13]2)[cH:31][cH:32]1.[O:43]1[CH2:44][CH2:45][CH2:46][CH2:47]1.[OH2:36]>>[F:1][c:2]1[cH:3][cH:4][c:5]([CH2:6][CH2:7][N:8]2[CH2:9][CH2:10][CH:11]([N:14]3[CH2:15][CH2:16][c:17]4[cH:18][cH:19][c:20]([C:23]([OH:24])([c:25]5[n:26][cH:27][cH:28][cH:29][cH:30]5)[CH3:37])[cH:21][c:22]43)[CH2:12][CH2:13]2)[cH:31][cH:32]1. Starting materials: O (water), C([O-])([O-])=O.[K+].[K+] (potassium carbonate), C1(CC1)N (cyclopropylamine), BrC1C(=O)OCC1 ((±)-α-bromo-γ-butyrolactone). Run in C(C)#N (acetonitrile). Reaction conditions: time 8 hour. The product is C1(CC1)NC1C(=O)OCC1 ((±)-α-cyclopropylamino-γ-butyrolactone). Yield: 69.2%. RXN SMILES: C(=O)([O-])[O-].[K+].[K+].[CH:7]1([NH2:10])[CH2:9][CH2:8]1.Br[CH:12]1[CH2:17][CH2:16][O:15][C:13]1=[O:14].O>C(#N)C>[CH:7]1([NH:10][CH:12]2[CH2:17][CH2:16][O:15][C:13]2=[O:14])[CH2:9][CH2:8]1 |f:0.1.2|. Procedure details: After potassium carbonate (18.24 g, 132.0 mmol) was added to a solution of cyclopropylamine (5.50 ml, 80.0 mmol) and (±)-α-bromo-γ-butyrolactone (3.32 ml, 42.0 mmol) in acetonitrile (80 ml), the mixture was stirred at room temperature for 8 hours. To the reaction mixture, water was added and then this was extracted with ethyl acetate. The organic layer was washed with water, dried over anhydrous sodium sulfate and concentrated under reduced pressure. The residue was purified by chromatography on... Reactants: crude intermediate, S(=O)(Cl)Cl (Thionyl chloride), COC1=C(CN(CC(=O)OCC)CC=2C(=NOC2C(=O)OCC)C2=CC=C(C=C2)F)C=CC(=C1)OC (Ethyl 4-(((2,4-dimethoxybenzyl)(2-ethoxy-2-oxoethyl)amino)methyl)-3-(4-fluorophenyl)isoxazole-5-carboxylate), CC(C)([O-])C.[K+] (Potassium tert-butoxide). The solvent is C(Cl)Cl (CH2Cl2), C1CCOC1 (THF). Run at temperature -78 celsius, time 14 hour. Yields the product FC1=CC=C(C=C1)C1=NOC2=C1C=NC(=C2O)C(=O)OCC (Ethyl 3-(4-fluorophenyl)-7-hydroxyisoxazolo[4,5-c]pyridine-6-carboxylate). The yield is 69.0%. As a reaction SMILES: COC1C=C(OC)C=CC=1C[N:6]([CH2:13][C:14]1[C:15]([C:24]2[CH:29]=[CH:28][C:27]([F:30])=[CH:26][CH:25]=2)=[N:16][O:17][C:18]=1[C:19](OCC)=[O:20])[CH2:7][C:8]([O:10][CH2:11][CH3:12])=[O:9].CC(C)([O-])C.[K+].S(Cl)(Cl)=O>C1COCC1.C(Cl)Cl>[F:30][C:27]1[CH:28]=[CH:29][C:24]([C:15]2[C:14]3[CH:13]=[N:6][C:7]([C:8]([O:10][CH2:11][CH3:12])=[O:9])=[C:19]([OH:20])[C:18]=3[O:17][N:16]=2)=[CH:25][CH:26]=1 |f:1.2|. Reported procedure: Ethyl 4-(((2,4-dimethoxybenzyl)(2-ethoxy-2-oxoethyl)amino)methyl)-3-(4-fluorophenyl)isoxazole-5-carboxylate (8.7 g, 17.4 mmol) was dissolved in 150 mL of THF and cooled to −78° C. Potassium tert-butoxide solution (34.8 mL, 34.8 mmol, 1M in THF) was added dropwise, and the mixture was stirred for 14 hours, the cold bath allowed to evaporate spontaneously. The reaction mixture was quenched with 30 mL of 1M HCl and 200 mL of saturated ammonium chloride solution. The product was extracted with EtOAc...